Dataset: the Open Reaction Database (ORD), a public repository of structured organic reaction records. Task: describe an organic reaction: reactants, conditions, products, and yield The reactants are ClCC(=O)Cl (chloroacetyl chloride), ClC1=CC=C(C=C1)C1=C(CNC=2N1N=CC2C#N)C (7-(4-chlorophenyl)-4,5-dihydro-6-methylpyrazolo[1,5-a]pyrimidine-3-carbonitrile), CN(C1=CC=CC2=CC=CC(=C12)N(C)C)C (1,8-bis(dimethylamino)naphthalene), CN(C1=CC=CC2=CC=CC(=C12)N(C)C)C (N,N,N',N'-tetramethyl-1,8-naphthalenediamine). Solvent: O1CCCC1 (tetrahydrofuran), O1CCCC1 (tetrahydrofuran). Product: ClCC(=O)N1C=2N(C(=C(C1)C)C1=CC=C(C=C1)Cl)N=CC2C#N (4-(Chloroacetyl)-7-(4-chlorophenyl)-4.5-dihydro-6-methylpyrazolo[1,5-a]pyrimidine-3-carbonitrile). RXN SMILES: [Cl:1][C:2]1[CH:7]=[CH:6][C:5]([C:8]2[N:13]3[N:14]=[CH:15][C:16]([C:17]#[N:18])=[C:12]3[NH:11][CH2:10][C:9]=2[CH3:19])=[CH:4][CH:3]=1.CN(C)C1C2C(=CC=CC=2N(C)C)C=CC=1.[Cl:36][CH2:37][C:38](Cl)=[O:39]>O1CCCC1>[Cl:36][CH2:37][C:38]([N:11]1[CH2:10][C:9]([CH3:19])=[C:8]([C:5]2[CH:6]=[CH:7][C:2]([Cl:1])=[CH:3][CH:4]=2)[N:13]2[N:14]=[CH:15][C:16]([C:17]#[N:18])=[C:12]12)=[O:39]. Reported procedure: A 10 g portion of 7-(4-chlorophenyl)-4,5-dihydro-6-methylpyrazolo[1,5-a]pyrimidine-3-carbonitrile and 9 g of [1,8-bis(dimethylamino)naphthalene, N,N,N',N'-tetramethyl-1,8-naphthalenediamine] in 300 ml of dry tetrahydrofuran under nitrogen was mixed and 6 ml of chloroacetyl chloride in 70 ml of dry tetrahydrofuran was added over 15 minutes with stirring. The mixture was stirred at reflux for 5.5 hours, then at room temperature overnight and then filtered. The filtrate was concentrated to an oil. ... The reactants are ClC=1C=C(C=CC1F)C1=NN2C(CNC3(C2)CC3)=C1C(=O)N (2′-(3-Chloro-4-fluorophenyl)-5′,7′-dihydro-4′H-spiro[cyclopropane-1,6′-pyrazolo[1,5-a]pyrazine]-3′-carboxamide), TEA, C(C)(C)(C)N=C=O (tert-butyl isocyanate). Isolated yield 25.3%. Product: C(C)(C)(C)NC(=O)N1CC=2N(CC13CC3)N=C(C2C(=O)N)C2=CC(=C(C=C2)F)Cl (N5′-(tert-Butyl)-2′-(3-chloro-4-fluorophenyl)-4′H-spiro[cyclopropane-1,6′-pyrazolo[1,5-a]pyrazine]-3′,5′(7′H)-dicarboxamide). RXN SMILES: [Cl:1][C:2]1[CH:3]=[C:4]([C:9]2[C:19]([C:20]([NH2:22])=[O:21])=[C:12]3[CH2:13][NH:14][C:15]4([CH2:18][CH2:17]4)[CH2:16][N:11]3[N:10]=2)[CH:5]=[CH:6][C:7]=1[F:8].[C:23]([N:27]=[C:28]=[O:29])([CH3:26])([CH3:25])[CH3:24]>C1COCC1.O>[C:23]([NH:27][C:28]([N:14]1[C:15]2([CH2:18][CH2:17]2)[CH2:16][N:11]2[N:10]=[C:9]([C:4]3[CH:5]=[CH:6][C:7]([F:8])=[C:2]([Cl:1])[CH:3]=3)[C:19]([C:20]([NH2:22])=[O:21])=[C:12]2[CH2:13]1)=[O:29])([CH3:26])([CH3:25])[CH3:24]. Reaction conditions: time 12 hour. Run in C1CCOC1 (THF), O (water). Procedure details: To a solution of Intermediate 350H (30 mg, 0.094 mmol) in THF (2 mL) was added TEA (0.026 mL, 0.187 mmol) and tert-butyl isocyanate (0.022 mL, 0.187 mmol) and the resulting solution was stirred at RT for 12 h. The reaction mixture was diluted with water and extracted with EtOAc (3×20 mL). The combined organic layer was washed with brine, dried over Na2SO4, filtered and the filtrate concentrated. The crude product was purified by preparative HPLC to afford Compound 350 as an off-white solid (10 m...